From a dataset of the Open Reaction Database (ORD), a public repository of structured organic reaction records. describe an organic reaction: reactants, conditions, products, and yield The reactants are O=S1(N(CCC1)C1=CC(=C(C(=O)O)C=C1)F)=O (4-(1,1-dioxo-1λ6-isothiazolidin-2-yl)-2-fluorobenzoic acid), Cl.C1(CC1)C=1C(=NC=C(C1)C)N1CCNCC1 (1-(3-cyclopropyl-5-methylpyridin-2-yl)piperazine hydrochloride). Yields the product C1(CC1)C=1C(=NC=C(C1)C)N1CCN(CC1)C(=O)C1=C(C=C(C=C1)N1S(CCC1)(=O)=O)F ([4-(3-cyclopropyl-5-methylpyridin-2-yl)piperazin-1-yl][4-(1,1-dioxo-1λ6-isothiazolidin-2-yl)-2-fluorophenyl]methanone). Isolated yield 48.7%. RXN SMILES: [O:1]=[S:2]1(=[O:17])[CH2:6][CH2:5][CH2:4][N:3]1[C:7]1[CH:15]=[CH:14][C:10]([C:11]([OH:13])=O)=[C:9]([F:16])[CH:8]=1.Cl.[CH:19]1([C:22]2[C:23]([N:29]3[CH2:34][CH2:33][NH:32][CH2:31][CH2:30]3)=[N:24][CH:25]=[C:26]([CH3:28])[CH:27]=2)[CH2:21][CH2:20]1>>[CH:19]1([C:22]2[C:23]([N:29]3[CH2:34][CH2:33][N:32]([C:11]([C:10]4[CH:14]=[CH:15][C:7]([N:3]5[CH2:4][CH2:5][CH2:6][S:2]5(=[O:1])=[O:17])=[CH:8][C:9]=4[F:16])=[O:13])[CH2:31][CH2:30]3)=[N:24][CH:25]=[C:26]([CH3:28])[CH:27]=2)[CH2:20][CH2:21]1 |f:1.2|. Procedure: Using 4-(1,1-dioxo-1λ6-isothiazolidin-2-yl)-2-fluorobenzoic acid (259 mg) described in Preparation Example 23 and 1-(3-cyclopropyl-5-methylpyridin-2-yl)piperazine hydrochloride (254 mg) described in Preparation Example 85 and by the reaction and treatment in the same manner as in Example 86, the title compound (223 mg) was obtained.